This data is from the Open Reaction Database (ORD), a public repository of structured organic reaction records. The task is: describe an organic reaction: reactants, conditions, products, and yield Reactants: crude mixture, II (iodine), II (iodine), C1(CCCCC1)P(C1=C(C=CC=C1)C1=C(C=CC=C1OC)OC)C1CCCCC1 (2-dicyclohexylphosphino-2′,6′-dimethoxybiphenyl), C(C)(C)(C)OC(=O)N[C@H](C(=O)OC)CI ((R)-methyl 2-((tert-butoxycarbonyl)amino)-3-iodopropanoate), BrC=1C=C(C(=C(C1)Cl)F)Cl (5-bromo-1,3-dichloro-2-fluorobenzene). Reagents/catalysts: [Zn] (Zinc), C=1C=CC(=CC1)/C=C/C(=O)/C=C/C2=CC=CC=C2.C=1C=CC(=CC1)/C=C/C(=O)/C=C/C2=CC=CC=C2.C=1C=CC(=CC1)/C=C/C(=O)/C=C/C2=CC=CC=C2.[Pd].[Pd] (Pd2(dba)3). The solvent is CCOC(=O)C (EtOAc), CN(C)C=O (DMF). Conditions: time 16 hour. Product: C1=CC=CC=2C3=CC=CC=C3C(C12)COC(=O)N[C@H](C(=O)O)CC1=CC(=C(C(=C1)Cl)F)Cl ((S)-2-((((9H-fluoren-9-yl)methoxy)carbonyl)amino)-3-(3,5-dichloro-4-fluorophenyl)propanoic acid), C(C)(C)(C)OC(=O)N[C@H](C(=O)OC)CC1=CC(=C(C(=C1)Cl)F)Cl ((S)-methyl 2-((tert-butoxycarbonyl)amino)-3-(3,5-dichloro-4-fluorophenyl)propanoate). RXN SMILES: II.[C:3]([O:7][C:8]([NH:10][C@@H:11]([CH2:16]I)[C:12]([O:14][CH3:15])=[O:13])=[O:9])([CH3:6])([CH3:5])[CH3:4].C1(P(C2CCCCC2)[C:25]2[CH:30]=[CH:29][CH:28]=[CH:27][C:26]=2[C:31]2[C:36](OC)=[CH:35][CH:34]=[CH:33][C:32]=2OC)CCCCC1.Br[C:48]1[CH:49]=[C:50]([Cl:56])[C:51]([F:55])=[C:52]([Cl:54])[CH:53]=1>CCOC(C)=O.[Zn].C1C=CC(/C=C/C(/C=C/C2C=CC=CC=2)=O)=CC=1.C1C=CC(/C=C/C(/C=C/C2C=CC=CC=2)=O)=CC=1.C1C=CC(/C=C/C(/C=C/C2C=CC=CC=2)=O)=CC=1.[Pd].[Pd].CN(C=O)C>[CH:33]1[C:32]2[CH:6]([CH2:3][O:7][C:8]([NH:10][C@@H:11]([CH2:16][C:48]3[CH:53]=[C:52]([Cl:54])[C:51]([F:55])=[C:50]([Cl:56])[CH:49]=3)[C:12]([OH:14])=[O:13])=[O:9])[C:25]3[C:26](=[CH:27][CH:28]=[CH:29][CH:30]=3)[C:31]=2[CH:36]=[CH:35][CH:34]=1.[C:3]([O:7][C:8]([NH:10][C@@H:11]([CH2:16][C:48]1[CH:53]=[C:52]([Cl:54])[C:51]([F:55])=[C:50]([Cl:56])[CH:49]=1)[C:12]([O:14][CH3:15])=[O:13])=[O:9])([CH3:6])([CH3:5])[CH3:4] |f:6.7.8.9.10|. Reported procedure: To an oven dried 8 mL vial with teflon cap purged with N2 was added Zinc dust (298 mg, 4.56 mmol), DMF (1.5 mL), and iodine (57.8 mg, 0.228 mmol). To this mixture was added (R)-methyl 2-((tert-butoxycarbonyl)amino)-3-iodopropanoate (500 mg, 1.519 mmol), immediately followed by iodine (57.8 mg, 0.228 mmol). Pd2(dba)3 (69.6 mg, 0.076 mmol), 2-dicyclohexylphosphino-2′,6′-dimethoxybiphenyl (62.4 mg, 0.152 mmol), 5-bromo-1,3-dichloro-2-fluorobenzene (556 mg, 2.279 mmol) and the reaction mixture was a... Procedure: A stirred mixture of 70.8 g (0.15 mol) of 2,4,6-triiodophenol, 39.0 g (0.15 mol) of diethyl bromomalonate and 20.7 g (0.15 mol) of milled anhydrous potassium carbonate in 200 ml of dry dimethylformamide was heated at 100° C. under argon for 5 hours. The mixture was cooled and concentrated in vacuo. The resulting residue was combined with 300 ml of ice-cold water and the oily product was extracted with ethyl acetate (1×300 ml), 3×100 ml). The combined ethyl acetate extracts were dried (MgSO4) and... Reaction SMILES: [I:1][C:2]1[CH:7]=[C:6]([I:8])[CH:5]=[C:4]([I:9])[C:3]=1[OH:10].Br[CH:12]([C:18]([O:20][CH2:21][CH3:22])=[O:19])[C:13]([O:15][CH2:16][CH3:17])=[O:14].C(=O)([O-])[O-].[K+].[K+]>CN(C)C=O>[I:1][C:2]1[CH:7]=[C:6]([I:8])[CH:5]=[C:4]([I:9])[C:3]=1[O:10][CH:12]([C:13]([O:15][CH2:16][CH3:17])=[O:14])[C:18]([O:20][CH2:21][CH3:22])=[O:19] |f:2.3.4|. The yield is 63.7%. Reactants: IC1=C(C(=CC(=C1)I)I)O (2,4,6-triiodophenol), BrC(C(=O)OCC)C(=O)OCC (diethyl bromomalonate), C([O-])([O-])=O.[K+].[K+] (potassium carbonate). Run in CN(C=O)C (dimethylformamide). The product is IC1=C(OC(C(=O)OCC)C(=O)OCC)C(=CC(=C1)I)I (Diethyl 2-(2,4,6-Triiodophenoxy)-1,3-propanedioate). Conditions: temperature 100 celsius. Reactants: CC1=CC=NC=2CC(CC(C12)=O)C=1SC=CC1 (4-methyl-7-(2-thienyl)-5,6,7,8-tetrahydroquinolin-5-one), C(=N)(N)NN.Cl (aminoguanidine hydrochloride), Cl (hydrochloric acid), O (water). The solvent is C(C)O (ethanol). The product is Cl.N(C(=N)N)N=C1C=2C(=CC=NC2CC(C1)C=1SC=CC1)C (5-guanidinoimino-4-methyl-7-(2-thienyl)-5,6,7,8-tetrahydroquinoline hydrochloride). Yield: 79.4%. RXN SMILES: [CH3:1][C:2]1[C:11]2[C:10](=O)[CH2:9][CH:8]([C:13]3[S:14][CH:15]=[CH:16][CH:17]=3)[CH2:7][C:6]=2[N:5]=[CH:4][CH:3]=1.[C:18]([NH:21][NH2:22])([NH2:20])=[NH:19].[ClH:23].Cl.O>C(O)C>[ClH:23].[NH:21]([N:22]=[C:10]1[CH2:9][CH:8]([C:13]2[S:14][CH:15]=[CH:16][CH:17]=2)[CH2:7][C:6]2[N:5]=[CH:4][CH:3]=[C:2]([CH3:1])[C:11]1=2)[C:18]([NH2:20])=[NH:19] |f:1.2,6.7|. Reported procedure: A mixture of 4-methyl-7-(2-thienyl)-5,6,7,8-tetrahydroquinolin-5-one (0.52 g), aminoguanidine hydrochloride (0.25 g), concentrated hydrochloric acid (0.53 ml), water (0.53 ml) and ethanol (50 ml) was refluxed for 7 hours. Under reduced pressure, the solvent was evaporated, and the residue was dissolved in water. The solution was washed with diethylether and concentrated under reduced pressure, and the residue was recrystallized from water-ethanol to give 5-guanidinoimino-4-methyl-7-(2-thienyl)-5... Reactants: Cc1ccc(Br)nc1, CCOC(=O)C(F)(F)Br, CS(C)=O. Yields the product CCOC(=O)C(F)(F)c1ccc(C)cn1. Reaction SMILES: [Br:10][c:11]1[n:12][cH:13][c:14]([CH3:17])[cH:15][cH:16]1.[Br:1][C:2]([C:3](=[O:4])[O:5][CH2:6][CH3:7])([F:8])[F:9].[CH3:18][S:19]([CH3:20])=[O:21]>>[C:2]([C:3](=[O:4])[O:5][CH2:6][CH3:7])([F:8])([F:9])[c:11]1[n:12][cH:13][c:14]([CH3:17])[cH:15][cH:16]1. Starting materials: N([C@@H](C)C(=O)NCC(=O)OCC1=CC=CC=C1)C(=O)OC(C)(C)C (Boc-Ala-Gly-OBzl). Reagents/catalysts: [Pd] (Pd/C). Run in C(C)(=O)O (acetic acid). The product is N([C@@H](C)C(=O)NCC(=O)O)C(=O)OC(C)(C)C (Boc-Ala-Gly-OH). Yield: 87.5%. Reaction SMILES: [NH:1]([C:18]([O:20][C:21]([CH3:24])([CH3:23])[CH3:22])=[O:19])[C@H:2]([C:4]([NH:6][CH2:7][C:8]([O:10]CC1C=CC=CC=1)=[O:9])=[O:5])[CH3:3]>C(O)(=O)C.[Pd]>[NH:1]([C:18]([O:20][C:21]([CH3:22])([CH3:24])[CH3:23])=[O:19])[C@H:2]([C:4]([NH:6][CH2:7][C:8]([OH:10])=[O:9])=[O:5])[CH3:3]. Procedure: VII (16.97 g, 50 mmol) was taken in glacial acetic acid (170 ml) and hydrogenated overnight in the presence of 10% Pd/C (1.7 g) as catalyst at 40 psi. The catalyst was filtered with the aid of celite and solvent removed under reduced pressure. The residue was taken in satd. NaHCO3 solution, extracted with EtOAC (3×), cooled, acidified to pH 2.0 and re-extracted with EtOAC (3×). The combined EtOAC extracts were washed with satd. NaCl, and concentrated under reduced pressure. The residue was tritu... The reactants are C(C)(C)(C)OC(=O)N[C@H]([C@H]([C@H](CN(C)OC)O)OCOCCOC)CC1CCCCC1 ((2S,3R,4S)-4-(tert-Butyloxycarbonyl)amino-5-cyclohexyl-2-hydroxy-1-(N-methoxy-N-methylamino)-3-(methoxyethoxymethoxy)pentane). The solvent is Cl.C(C)O (HCl ethanol). The product is N[C@H]([C@H]([C@H](CN(C)OC)O)O)CC1CCCCC1 ((2S,3R,4S)-4-Amino-5-cyclohexyl-2,3-dihydroxy-1-(N-methoxy-N-methylamino)pentane). RXN SMILES: C(OC([NH:8][C@@H:9]([CH2:25][CH:26]1[CH2:31][CH2:30][CH2:29][CH2:28][CH2:27]1)[C@@H:10]([O:18]COCCOC)[C@@H:11]([OH:17])[CH2:12][N:13]([O:15][CH3:16])[CH3:14])=O)(C)(C)C>Cl.C(O)C>[NH2:8][C@@H:9]([CH2:25][CH:26]1[CH2:31][CH2:30][CH2:29][CH2:28][CH2:27]1)[C@@H:10]([OH:18])[C@@H:11]([OH:17])[CH2:12][N:13]([O:15][CH3:16])[CH3:14] |f:1.2|. Procedure details: The resultant compound from Example 137 (1.00 mmol) was stirred for 1 h in 4M HCl/ethanol. The mixture was evaporated and the residue was dissolved in water which was made basic with solid K2CO3 and was then saturated with NaCl. The mixture was extracted with chloroform which was dried over Na2SO4 and evaporated to afford the desired product. Reactants: BrC(C(=O)Cl)C(C)C (α-bromoisovaleryl chloride), N1=CC=CC=C1 (pyridine), Cl.COC=1C=C2CCNCC2=CC1OC (6,7-dimethoxy-1,2,3,4-tetrahydroisoquinoline hydrochloride). Reagents/catalysts: CN(C)C1=CC=NC=C1 (4-(N,N-dimethylamino)pyridine). Run in C(Cl)(Cl)Cl (chloroform). Conditions: time 3 hour. Yields the product COC=1C=C2CCN(CC2=CC1OC)C(C(C(C)C)Br)=O (1-(6,7-Dimethoxy-1,2,3,4-tetrahydroisoquinolin-2-yl)-3-methyl-2-bromobutan-1-one). RXN SMILES: [Br:1][CH:2]([CH:6]([CH3:8])[CH3:7])[C:3](Cl)=[O:4].N1C=CC=CC=1.Cl.[CH3:16][O:17][C:18]1[CH:19]=[C:20]2[C:25](=[CH:26][C:27]=1[O:28][CH3:29])[CH2:24][NH:23][CH2:22][CH2:21]2>CN(C1C=CN=CC=1)C.C(Cl)(Cl)Cl>[CH3:16][O:17][C:18]1[CH:19]=[C:20]2[C:25](=[CH:26][C:27]=1[O:28][CH3:29])[CH2:24][N:23]([C:3](=[O:4])[CH:2]([Br:1])[CH:6]([CH3:8])[CH3:7])[CH2:22][CH2:21]2 |f:2.3|. Procedure: Racemic body α-bromoisovaleryl chloride (327 mg, 1.64 mmol) on the market and 4-(N,N-dimethylamino)pyridine (about 10 mg) were added to a pyridine (8 ml) suspension of 6,7-dimethoxy-1,2,3,4-tetrahydroisoquinoline hydrochloride (472 mg, 2.05 mmol), and the mixture was stirred at room temperature for 3 hours. The reaction solution was diluted with chloroform (50 ml), washed with 1 N hydrochloric acid (50 ml) and a 1 N aqueous sodium hydroxide solution (50 ml), dried over anhydrous magnesium sulfat... Reactants: ClC1=C(N)C(=CC=C1)F (2-chloro-6-fluoro-aniline), II (iodine), COC1=CCC(=CC1)C (1-Methoxy-4-methylcyclohexa-1,4-diene), II (iodine). The reagents and catalysts are [Ti](Cl)(Cl)(Cl)Cl (titanium-tetrachloride). The solvent is O1CCCC1 (tetrahydrofuran), ClC1=CC=CC=C1 (chlorobenzene), CCCCCC.C(C)(C)(C)OC (hexane t-butyl-methylether), O1CCCC1 (tetrahydrofuran), C(C)(=O)O (acetic acid). Conditions: temperature -35 celsius, time 2 hour. Product: ClC1=C(C(=CC=C1)F)NC1=CC=C(C=C1)C (N-(2′-chloro-6′-fluoro-phenyl)-4-methylaniline). Reaction SMILES: [Cl:1][C:2]1[CH:8]=[CH:7][CH:6]=[C:5]([F:9])[C:3]=1[NH2:4].CO[C:12]1[CH2:17][CH:16]=[C:15]([CH3:18])[CH2:14][CH:13]=1.II>O1CCCC1.ClC1C=CC=CC=1.C(O)(=O)C.CCCCCC.C(OC)(C)(C)C.[Ti](Cl)(Cl)(Cl)Cl>[Cl:1][C:2]1[CH:8]=[CH:7][CH:6]=[C:5]([F:9])[C:3]=1[NH:4][C:12]1[CH:17]=[CH:16][C:15]([CH3:18])=[CH:14][CH:13]=1 |f:6.7|. Procedure details: A solution of 3.91 g 2-chloro-6-fluoro-aniline in 4 ml of tetrahydrofuran and 35 ml of chlorobenzene is cooled down to −40 to −45° C. At this temperature, 5.09 g of titanium-tetrachloride is added to the solution, followed by the addition of 5.0 g of 1-Methoxy-4-methylcyclohexa-1,4-diene. The reaction mixture is allowed to warm up to approx. −35° C. and stirred for 2 hours at this temperature. A solution of 10.18 g of iodine in 20 ml of tetrahydrofuran and 2.3 ml of acetic acid is then added dro...